This data is from the Open Reaction Database (ORD), a public repository of structured organic reaction records. The task is: describe an organic reaction: reactants, conditions, products, and yield Starting materials: CO, [Cl-], COc1cc([N+](=O)[O-])cc(F)c1-n1cnc(Cl)c1, [NH4+], [Zn]. The product is COc1cc(N)cc(F)c1-n1cnc(Cl)c1. As a reaction SMILES: [CH3:22][OH:23].[Cl-:19].[Cl:1][c:2]1[n:3][cH:4][n:5](-[c:7]2[c:8]([F:18])[cH:9][c:10]([N+:15]([O-:16])=[O:17])[cH:11][c:12]2[O:13][CH3:14])[cH:6]1.[NH4+:20].[Zn:21]>>[Cl:1][c:2]1[n:3][cH:4][n:5](-[c:7]2[c:8]([F:18])[cH:9][c:10]([NH2:15])[cH:11][c:12]2[O:13][CH3:14])[cH:6]1. Reactants: C1CCC2=NCCCN2CC1 (DBU), O=C(CC(=O)OC)CC1=CC=CC=C1 (Methyl 3-oxo-4-phenylbutyrate), C(#N)C1=CCCC2=CC(=CC=C12)OC (1-cyano-6-methoxy-3,4-dihydronaphthalene), C(#N)C1=CCCC2=CC(=CC=C12)OC (1-Cyano-6-methoxy-3,4-dihydronaphthalene), C1CCC2=NCCCN2CC1 (DBU). Solvent: C(C)#N (acetonitrile). Conditions: time 2 hour. Yields the product O=C(C(C(=O)OC)C1C(C2=CC=C(C=C2CC1)OC)C#N)CC1=CC=CC=C1 (Methyl 3-oxo-4-phenyl-2-(1-cyano-6-methoxy-1,2,3,4-tetrahydronaphth-2-yl)-butyrate). Yield: 64.6%. As a reaction SMILES: [O:1]=[C:2]([CH2:8][C:9]1[CH:14]=[CH:13][CH:12]=[CH:11][CH:10]=1)[CH2:3][C:4]([O:6][CH3:7])=[O:5].[C:15]([C:17]1[C:26]2[C:21](=[CH:22][C:23]([O:27][CH3:28])=[CH:24][CH:25]=2)[CH2:20][CH2:19][CH:18]=1)#[N:16].C1CCN2C(=NCCC2)CC1>C(#N)C>[O:1]=[C:2]([CH2:8][C:9]1[CH:14]=[CH:13][CH:12]=[CH:11][CH:10]=1)[CH:3]([CH:18]1[CH2:19][CH2:20][C:21]2[C:26](=[CH:25][CH:24]=[C:23]([O:27][CH3:28])[CH:22]=2)[CH:17]1[C:15]#[N:16])[C:4]([O:6][CH3:7])=[O:5]. Reported procedure: Methyl 3-oxo-4-phenylbutyrate (29.33 g, 153 mmol) and 1-cyano-6-methoxy-3,4-dihydronaphthalene (25.7, 139 mmol), the product of Step 2 of Example 1, were dissolved in 25 mL of acetonitrile. DBU (1.5 mL) was added and the reaction mixture was stirred for 2 h at ambient temperature. A second aliquot of DBU (1.5 mL) was then added and stirring continued overnight. The reaction mixture was partitioned between diethyl ether and 1N aqueous hydrochloric acid solution (4:1) and the aqueous layer was ext... Starting materials: NC1=CC=C(C=C1)C(CO)CO (2-(4-amino-phenyl)-propane-1,3-diol), di-tert-butyl dicarbonate (BOC)2O, C1CCOC1 (THF), O (water), C(=O)([O-])[O-].[Na+].[Na+] (Na2CO3), CCOC(=O)C (EtOAc). Solvent: [Cl-].[Na+].O (brine). Reaction conditions: time 8 hour. The product is C(C)(C)(C)OC(NC1=CC=C(C=C1)C(CO)CO)=O ([4-(2-Hydroxy-1-hydroxymethyl-ethyl)-phenyl]-carbamic acid tert-butyl ester). Yield: 47.0%. As a reaction SMILES: [NH2:1][C:2]1[CH:7]=[CH:6][C:5]([CH:8]([CH2:11][OH:12])[CH2:9][OH:10])=[CH:4][CH:3]=1.[CH2:13]1[CH2:17]OC[CH2:14]1.O.[C:19]([O-:22])([O-])=[O:20].[Na+].[Na+].[CH3:25]COC(C)=O>[Cl-].[Na+].O>[C:13]([O:22][C:19](=[O:20])[NH:1][C:2]1[CH:3]=[CH:4][C:5]([CH:8]([CH2:11][OH:12])[CH2:9][OH:10])=[CH:6][CH:7]=1)([CH3:14])([CH3:17])[CH3:25] |f:3.4.5,7.8.9|. Reported procedure: A mixture of 2-(4-amino-phenyl)-propane-1,3-diol (1.6 g, 9.6 mmol, J. Med. Chem., 40(25), 4030-4052, (1997)), di-tert-butyl dicarbonate (BOC)2O (2.30 g, 10.5 mmol), THF (200 mL), water (100 mL) and Na2CO3 (1.12 g, 10.5 mmol) was stirred at RT overnight. The reaction mixture was diluted with EtOAc (200 mL) and satd brine (200 mL). The organic layer was separated and the aq layer was extracted with EtOAc (2×100 mL). The organic layers were combined, dried (Na2SO4) and concentrated. The residue obt... Product: C(C)(C)C=1C(=C(C(=C(C1)C(C)C)CC(=O)O)C1=CC=C(C=C1)F)CO (3,5-Diisopropyl-2-hydroxymethyl-6-carboxymethyl-4′-fluoro-1,1′-biphenyl). The solvent is O1CCCC1 (tetrahydrofuran). Reaction SMILES: [CH:1]([C:4]1[C:5]([CH2:24][C:25]([OH:27])=[O:26])=[C:6]([C:17]2[CH:22]=[CH:21][C:20]([F:23])=[CH:19][CH:18]=2)[C:7](CC(O)=O)=[C:8]([CH:10]([CH3:12])[CH3:11])[CH:9]=1)([CH3:3])[CH3:2].[H-].[CH3:29][O:30]CCO[Al+]OCCOC.[Na+].[H-].C1(C)C=CC=CC=1>O1CCCC1>[CH:10]([C:8]1[C:7]([CH2:29][OH:30])=[C:6]([C:17]2[CH:22]=[CH:21][C:20]([F:23])=[CH:19][CH:18]=2)[C:5]([CH2:24][C:25]([OH:27])=[O:26])=[C:4]([CH:1]([CH3:3])[CH3:2])[CH:9]=1)([CH3:11])[CH3:12] |f:1.2.3.4|. Conditions: time 24 hour. The yield is 78.0%. Starting materials: [H-].COCCO[Al+]OCCOC.[Na+].[H-] (sodium bis(2-methoxyethoxy)aluminum hydride), C1(=CC=CC=C1)C (toluene), C(C)(C)C=1C(=C(C(=C(C1)C(C)C)CC(=O)O)C1=CC=C(C=C1)F)CC(=O)O (3,5-Diisopropyl-2,6-dicarboxymethyl-4′-fluoro-1,1′-biphenyl). Procedure details: To a solution of the intermediate obtained in Step C (37.3 g, 100 mmol) in anhydrous tetrahydrofuran (350 mL) stirred under argon at 0° C. was added a solution of 3.4M of sodium bis(2-methoxyethoxy)aluminum hydride in toluene (Red-Al) (105 mL, 204 mmol, 65 wt % in toluene) via syringe over 20 min. The reaction mixture was allowed to stir at room temperature for 24 hr, then cooled again to 0° C. and carefully quenched by the dropwise addition of water. The solution was decanted from the solid whi... Starting materials: CO, CC(=O)Nc1ccc(N2CCCC2)cc1[N+](=O)[O-], [Na+], [OH-], O. The product is Nc1ccc(N2CCCC2)cc1[N+](=O)[O-]. Reaction SMILES: [CH3:22][OH:23].[N+:1](=[O:2])([O-:3])[c:4]1[c:5]([NH:15][C:16](=[O:17])[CH3:18])[cH:6][cH:7][c:8]([N:10]2[CH2:11][CH2:12][CH2:13][CH2:14]2)[cH:9]1.[Na+:21].[OH-:20].[OH2:19]>>[N+:1](=[O:2])([O-:3])[c:4]1[c:5]([NH2:15])[cH:6][cH:7][c:8]([N:10]2[CH2:11][CH2:12][CH2:13][CH2:14]2)[cH:9]1. Reactants: CS(=O)(=O)C1=NC(=C(C(=N1)C)C1=C(C=C(C=C1F)F)F)CC(CC)C (2-methylsulfonyl-4-methyl-5-(2,4,6-trifluorophenyl)-6-(2-methylbutyl)pyrimidine), [C-]#N.[K+] (potassium cyanide). The solvent is C(C)#N (acetonitrile). Reaction conditions: temperature 20 celsius, time 16 hour. Product: C(#N)C1=NC(=C(C(=N1)C)C1=C(C=C(C=C1F)F)F)CC(CC)C (2-Cyano-4-methyl-5-(2,4,6-trifluorophenyl)-6-(2-methylbutyl)pyrimidine). As a reaction SMILES: CS([C:5]1[N:10]=[C:9]([CH3:11])[C:8]([C:12]2[C:17]([F:18])=[CH:16][C:15]([F:19])=[CH:14][C:13]=2[F:20])=[C:7]([CH2:21][CH:22]([CH3:25])[CH2:23][CH3:24])[N:6]=1)(=O)=O.[C-:26]#[N:27].[K+]>C(#N)C>[C:26]([C:5]1[N:10]=[C:9]([CH3:11])[C:8]([C:12]2[C:17]([F:18])=[CH:16][C:15]([F:19])=[CH:14][C:13]=2[F:20])=[C:7]([CH2:21][CH:22]([CH3:25])[CH2:23][CH3:24])[N:6]=1)#[N:27] |f:1.2|. Procedure: A mixture of 0.4 g (1 mmol) of 2-methylsulfonyl-4-methyl-5-(2,4,6-trifluorophenyl)-6-(2-methylbutyl)pyrimidine (Example 1.3.) and 0.2 g (3 mmol) of potassium cyanide in 20 ml of acetonitrile p.a. was stirred at 20° C. for about 16 hours. The reaction mixture was then concentrated, the residue was taken up in methylene chloride and the organic phase was extracted with water. The organic phase was concentrated and the residue was purified by column chromatography using cyclohexane/methyl t-butyl e...